Task: describe an organic reaction: reactants, conditions, products, and yield. Dataset: the Open Reaction Database (ORD), a public repository of structured organic reaction records The reactants are [N+](=O)([O-])C1=C(C(=O)O)C=C(C=C1)N1CCCCC1 (2-nitro-5-(piperidin-1-yl)benzoic acid), C1(=CC=CC=C1)C1=NC=C(C=N1)N (2-phenylpyrimidin-5-amine), Cl.CN(CCCN=C=NCC)C (N-(3-dimethylaminopropyl)-N′-ethylcarbodiimide hydrochloride). Reagents/catalysts: CN(C1=CC=NC=C1)C (4-dimethylaminopyridine). Run in ClCCl (dichloromethane), O (water). Reaction conditions: temperature 25 celsius, time 8 hour. The product is [N+](=O)([O-])C1=C(C(=O)NC=2C=NC(=NC2)C2=CC=CC=C2)C=C(C=C1)N1CCCCC1 (2-nitro-N-(2-phenylpyrimidin-5-yl)-5-(piperidin-1-yl)benzamide). Yield: 12.7%. As a reaction SMILES: [N+:1]([C:4]1[CH:12]=[CH:11][C:10]([N:13]2[CH2:18][CH2:17][CH2:16][CH2:15][CH2:14]2)=[CH:9][C:5]=1[C:6]([OH:8])=O)([O-:3])=[O:2].[C:19]1([C:25]2[N:30]=[CH:29][C:28]([NH2:31])=[CH:27][N:26]=2)[CH:24]=[CH:23][CH:22]=[CH:21][CH:20]=1.Cl.CN(C)CCCN=C=NCC>ClCCl.CN(C)C1C=CN=CC=1.O>[N+:1]([C:4]1[CH:12]=[CH:11][C:10]([N:13]2[CH2:18][CH2:17][CH2:16][CH2:15][CH2:14]2)=[CH:9][C:5]=1[C:6]([NH:31][C:28]1[CH:29]=[N:30][C:25]([C:19]2[CH:24]=[CH:23][CH:22]=[CH:21][CH:20]=2)=[N:26][CH:27]=1)=[O:8])([O-:3])=[O:2] |f:2.3|. Reported procedure: Into a 50-mL round-bottom flask, was placed a solution of 2-nitro-5-(piperidin-1-yl)benzoic acid (1.096 g, 4.38 mmol, 1.50 equiv) in dichloromethane (20 mL), 2-phenylpyrimidin-5-amine (500 mg, 2.92 mmol, 1.00 equiv), N-(3-dimethylaminopropyl)-N′-ethylcarbodiimide hydrochloride (838 mg, 4.39 mmol, 1.50 equiv), and 4-dimethylaminopyridine (713 mg, 5.84 mmol, 2.00 equiv). The resulting solution was stirred overnight at 25° C. The reaction was diluted with 100 mL of water and the resulting mixture w...